Dataset: the Open Reaction Database (ORD), a public repository of structured organic reaction records. Task: describe an organic reaction: reactants, conditions, products, and yield The reactants are [BH4-], C=O, COc1ccc(CCNC(C)CO)cc1OC, CO, CC(=O)O, [Na+], [Na+], [OH-]. Product: COc1ccc(CCN(C)C(C)CO)cc1OC. As a reaction SMILES: [BH4-:20].[CH2:18]=[O:19].[CH3:1][O:2][c:3]1[cH:4][c:5]([CH2:11][CH2:12][NH:13][CH:14]([CH2:15][OH:16])[CH3:17])[cH:6][cH:7][c:8]1[O:9][CH3:10].[CH3:24][OH:25].[CH3:26][C:27](=[O:28])[OH:29].[Na+:21].[Na+:23].[OH-:22]>>[CH3:1][O:2][c:3]1[cH:4][c:5]([CH2:11][CH2:12][N:13]([CH:14]([CH2:15][OH:16])[CH3:17])[CH3:18])[cH:6][cH:7][c:8]1[O:9][CH3:10]. The reactants are CN(C=O)C (N,N-dimethylformamide), FC(C1=CC=C(C=C1)O)(F)F (4-trifluoromethyl phenol), C([O-])([O-])=O.[K+].[K+] (potassium carbonate), BrCC1=C(C=C(C=C1)C1=NC(=NN1C)C1=C(C=CC=C1F)Cl)Cl (5-(4-bromomethyl-3-chlorophenyl)-3(2-chloro-6-fluorophenyl)-1-methyl-1H-1,2,4-triazole). Run in O (water). Yields the product ClC1=C(C(=CC=C1)F)C1=NN(C(=N1)C1=CC(=C(C=C1)COC1=CC=C(C=C1)C(F)(F)F)Cl)C (3-(2-chloro-6-fluorophenyl)-5-[3-chloro-4(4-trifluoromethylphenoxymethyl)phenyl]-1-methyl-1H-1,2,4-triazole). Isolated yield 78.4%. As a reaction SMILES: CN(C)C=O.[F:6][C:7]([F:16])([F:15])[C:8]1[CH:13]=[CH:12][C:11]([OH:14])=[CH:10][CH:9]=1.C(=O)([O-])[O-].[K+].[K+].Br[CH2:24][C:25]1[CH:30]=[CH:29][C:28]([C:31]2[N:35]([CH3:36])[N:34]=[C:33]([C:37]3[C:42]([F:43])=[CH:41][CH:40]=[CH:39][C:38]=3[Cl:44])[N:32]=2)=[CH:27][C:26]=1[Cl:45]>O>[Cl:44][C:38]1[CH:39]=[CH:40][CH:41]=[C:42]([F:43])[C:37]=1[C:33]1[N:32]=[C:31]([C:28]2[CH:29]=[CH:30][C:25]([CH2:24][O:14][C:11]3[CH:10]=[CH:9][C:8]([C:7]([F:15])([F:16])[F:6])=[CH:13][CH:12]=3)=[C:26]([Cl:45])[CH:27]=2)[N:35]([CH3:36])[N:34]=1 |f:2.3.4|. Procedure: To 30 ml of N,N-dimethylformamide are added 4-trifluoromethyl phenol (0.77 g) and potassium carbonate (0.72 g) and 5-(4-bromomethyl-3-chlorophenyl)-3(2-chloro-6-fluorophenyl)-1-methyl-1H-1,2,4-triazole (1.60 g) is added thereto at room temperature with stirring, which is stirred at 120° C. for 1 hour. On completion of the reaction, the reaction solution is cooled to room temperature, poured into water and extracted with toluene. The organic layer is washed with water, dried over anhydrous magnes... Starting materials: NC1(C2CC3CC(CC1C3)C2)C(=O)O (2-amino-2-adamantanecarboxylic acid), C[Si](C)(C)C(C(=O)N)[Si](C)(C)C (bis(trimethylsilyl)acetamide), C(C1=CC=CC=C1)OC(=O)Cl (benzyloxycarbonyl chloride). Solvent: C(Cl)Cl (DCM). Reaction conditions: temperature 50 celsius. Product: C(C1=CC=CC=C1)OC(=O)NC1(C2CC3CC(CC1C3)C2)C(=O)O (2-(Benzyloxycarbonylamino)-2-adamantanecarboxylic acid). As a reaction SMILES: [NH2:1][C:2]1([C:12]([OH:14])=[O:13])[CH:9]2[CH2:10][CH:5]3[CH2:6][CH:7]([CH2:11][CH:3]1[CH2:4]3)[CH2:8]2.C[Si](C([Si](C)(C)C)C(N)=O)(C)C.[CH2:27]([O:34][C:35](Cl)=[O:36])[C:28]1[CH:33]=[CH:32][CH:31]=[CH:30][CH:29]=1>C(Cl)Cl>[CH2:27]([O:34][C:35]([NH:1][C:2]1([C:12]([OH:14])=[O:13])[CH:9]2[CH2:8][CH:7]3[CH2:6][CH:5]([CH2:4][CH:3]1[CH2:11]3)[CH2:10]2)=[O:36])[C:28]1[CH:33]=[CH:32][CH:31]=[CH:30][CH:29]=1. Procedure: 1.015 g of 2-amino-2-adamantanecarboxylic acid and 6 ml of bis(trimethylsilyl)acetamide in 10 ml of DCM is heated to reflux for one and a half hours. 0.75 ml of benzyloxycarbonyl chloride is added and the mixture is heated at 50° C. for 15 minutes. The reaction medium is cooled to -70° C., decomposition is then effected by adding ice and the mixture is extracted with AcOEt. The organic phase is washed with water (twice) and with brine, dried over MgSO4 and evaporated under vacuum. The product cr... Reactants: C1CC(=O)N(C1=O)OC(=O)CCSSC2=CC=CC=N2 (SPDP), C([C@H]([C@@H](CS)O)O)S (DTT), C1CC(CCC1CN2C(=O)C=CC2=O)C(=O)ON3C(=O)CCC3=O (SMCC). Product: C1CC(=O)N(C1=O)OC(=O)CCSSC2=CC=CC=N2.C([C@H]([C@@H](CS)O)O)S (SPDP DTT). As a reaction SMILES: [CH2:1]1[C:6](=[O:7])[N:5]([O:8][C:9]([CH2:11][CH2:12][S:13][S:14][C:15]2[N:20]=[CH:19][CH:18]=[CH:17][CH:16]=2)=[O:10])[C:3](=[O:4])[CH2:2]1.[CH2:21]([SH:28])[C@@H:22]([OH:27])[C@H:23]([OH:26])[CH2:24][SH:25].C1C(CN2C(=O)C=CC2=O)CCC(C(ON2C(=O)CCC2=O)=O)C1>>[CH2:1]1[C:6](=[O:7])[N:5]([O:8][C:9]([CH2:11][CH2:12][S:13][S:14][C:15]2[N:20]=[CH:19][CH:18]=[CH:17][CH:16]=2)=[O:10])[C:3](=[O:4])[CH2:2]1.[CH2:21]([SH:28])[C@@H:22]([OH:27])[C@H:23]([OH:26])[CH2:24][SH:25] |f:3.4|. Procedure details: SPDP-modified/DTT-reduced streptavidin is mixed with SMCC-modified BLA (equimolar ratio) and allowed to react for 1-2 hrs RT (or overnight at 4 degrees). The streptavidin-BLA conjugate product is purified by gel filtration over P-60 resin. Yields the product OC1=NC(=NC(=C1)O)C1=CC=CC=C1 (4,6-dihydroxy-2-phenylpyrimidine). Reaction SMILES: [O-]CC.[Na+].Cl.[C:6]([NH2:14])(=[NH:13])[C:7]1[CH:12]=[CH:11][CH:10]=[CH:9][CH:8]=1.[C:15](OCC)(=[O:22])[CH2:16][C:17](OCC)=[O:18]>C(O)C>[OH:18][C:17]1[CH:16]=[C:15]([OH:22])[N:14]=[C:6]([C:7]2[CH:12]=[CH:11][CH:10]=[CH:9][CH:8]=2)[N:13]=1 |f:0.1,2.3|. The solvent is C(C)O (ethanol), C(C)O (ethanol). Starting materials: solution, C(CC(=O)OCC)(=O)OCC (diethyl malonate), [O-]CC.[Na+] (sodium ethoxide), Cl.C(C1=CC=CC=C1)(=N)N (benzamidine hydrochloride). Procedure details: Using a 20% solution of sodium ethoxide in ethanol (150 g), benzamidine hydrochloride (34.5 g), diethyl malonate (32 g) and ethanol (500 ml), the same procedures as Reference Example 11-(1) are repeated to give crude 4,6-dihydroxy-2-phenylpyrimidine (31.5 g). The yield is 83.8%.